describe an organic reaction: reactants, conditions, products, and yield From a dataset of the Open Reaction Database (ORD), a public repository of structured organic reaction records. Starting materials: CC(=O)Nc1cc(F)c(Oc2ccnc3[nH]cc(Br)c23)c(F)c1, [Li]CCCC, C1CCOC1, Cc1ccc(S(=O)(=O)Cl)cc1. The product is CC(=O)Nc1cc(F)c(Oc2ccnc3c2c(Br)cn3S(=O)(=O)c2ccc(C)cc2)c(F)c1. As a reaction SMILES: [Br:1][c:2]1[cH:3][nH:4][c:5]2[n:6][cH:7][cH:8][c:9]([O:11][c:12]3[c:13]([F:23])[cH:14][c:15]([NH:19][C:20]([CH3:21])=[O:22])[cH:16][c:17]3[F:18])[c:10]12.[CH2:24]([Li:25])[CH2:26][CH2:27][CH3:28].[CH2:40]1[O:41][CH2:42][CH2:43][CH2:44]1.[c:29]1([CH3:39])[cH:30][cH:31][c:32]([S:35](=[O:36])(=[O:37])[Cl:38])[cH:33][cH:34]1>>[Br:1][c:2]1[cH:3][n:4]([S:35]([c:32]2[cH:31][cH:30][c:29]([CH3:39])[cH:34][cH:33]2)(=[O:36])=[O:37])[c:5]2[n:6][cH:7][cH:8][c:9]([O:11][c:12]3[c:13]([F:23])[cH:14][c:15]([NH:19][C:20]([CH3:21])=[O:22])[cH:16][c:17]3[F:18])[c:10]12.